Dataset: the Open Reaction Database (ORD), a public repository of structured organic reaction records. Task: describe an organic reaction: reactants, conditions, products, and yield Yields the product C(CCCCCCCCCCCCCCCCC)N(C(CCCCCCCCCCCCC)=O)C1[C@@H]([C@@H](O)[C@H](O)[C@H](O1)CO)NC(C)=O (N-Octadecyl-N-(2-acetamido-2-deoxy-D-glucopyranosyl)-tetradecanoic acid amide). Reaction SMILES: [C:1]([NH:4][C@@H:5]1[C@@H:11]([OH:12])[C@H:10]([OH:13])[C@@H:9]([CH2:14][OH:15])[O:8][CH:6]1O)(=[O:3])[CH3:2].[CH2:16]([NH2:34])[CH2:17][CH2:18][CH2:19][CH2:20][CH2:21][CH2:22][CH2:23][CH2:24][CH2:25][CH2:26][CH2:27][CH2:28][CH2:29][CH2:30][CH2:31][CH2:32][CH3:33].[C:35](Cl)(=[O:49])[CH2:36][CH2:37][CH2:38][CH2:39][CH2:40][CH2:41][CH2:42][CH2:43][CH2:44][CH2:45][CH2:46][CH2:47][CH3:48]>>[CH2:16]([N:34]([CH:6]1[O:8][C@H:9]([CH2:14][OH:15])[C@@H:10]([OH:13])[C@H:11]([OH:12])[C@H:5]1[NH:4][C:1](=[O:3])[CH3:2])[C:35](=[O:49])[CH2:36][CH2:37][CH2:38][CH2:39][CH2:40][CH2:41][CH2:42][CH2:43][CH2:44][CH2:45][CH2:46][CH2:47][CH3:48])[CH2:17][CH2:18][CH2:19][CH2:20][CH2:21][CH2:22][CH2:23][CH2:24][CH2:25][CH2:26][CH2:27][CH2:28][CH2:29][CH2:30][CH2:31][CH2:32][CH3:33]. The reactants are C(C)(=O)N[C@H]1C(O)O[C@@H]([C@H]([C@@H]1O)O)CO (N-acetylglucosamine), C(CCCCCCCCCCCCCCCCC)N (stearylamine), C(CCCCCCCCCCCCC)(=O)Cl (tetradecanoic acid chloride). Procedure details: The preparation is analogous to Example 20 from N-acetylglucosamine, stearylamine and tetradecanoic acid chloride. The reactants are Cl, Cl, O=C(O)C=Cc1ccc([N+](=O)[O-])cc1, NC1CN2CCC1CC2. Product: O=C(C=Cc1ccc([N+](=O)[O-])cc1)NC1CN2CCC1CC2. Reaction SMILES: [ClH:1].[ClH:2].[N+:12](=[O:13])([O-:14])[c:15]1[cH:16][cH:17][c:18]([CH:21]=[CH:22][C:23](=[O:24])[OH:25])[cH:19][cH:20]1.[N:3]12[CH2:4][CH:5]([NH2:11])[CH:6]([CH2:7][CH2:8]1)[CH2:9][CH2:10]2>>[N:3]12[CH2:4][CH:5]([NH:11][C:23]([CH:22]=[CH:21][c:18]3[cH:17][cH:16][c:15]([N+:12](=[O:13])[O-:14])[cH:20][cH:19]3)=[O:24])[CH:6]([CH2:7][CH2:8]1)[CH2:9][CH2:10]2. Reactants: CCOS(=O)(=O)OCC, [K+], [NH4+], CN(C)C=O, [OH-], [OH-], O, CS(=O)(=O)c1ccc(-c2nc(C(F)(F)F)nn2-c2ccc(O)cc2)cc1. Product: CCOc1ccc(-n2nc(C(F)(F)F)nc2-c2ccc(S(C)(=O)=O)cc2)cc1. As a reaction SMILES: [CH2:29]([CH3:30])[O:31][S:32]([O:33][CH2:34][CH3:35])(=[O:36])=[O:37].[K+:28].[NH4+:39].[O:41]=[CH:42][N:43]([CH3:44])[CH3:45].[OH-:27].[OH-:38].[OH2:40].[OH:1][c:2]1[cH:3][cH:4][c:5](-[n:8]2[n:9][c:10]([C:23]([F:24])([F:25])[F:26])[n:11][c:12]2-[c:13]2[cH:14][cH:15][c:16]([S:19](=[O:20])(=[O:21])[CH3:22])[cH:17][cH:18]2)[cH:6][cH:7]1>>[O:1]([c:2]1[cH:3][cH:4][c:5](-[n:8]2[n:9][c:10]([C:23]([F:24])([F:25])[F:26])[n:11][c:12]2-[c:13]2[cH:14][cH:15][c:16]([S:19](=[O:20])(=[O:21])[CH3:22])[cH:17][cH:18]2)[cH:6][cH:7]1)[CH2:29][CH3:30]. The reactants are O=[N+]([O-])c1ccc(CBr)c(F)c1, CC1CNCCN1C(=O)OC(C)(C)C, CCN(C(C)C)C(C)C, CN(C)C=O. The product is CC1CN(Cc2ccc([N+](=O)[O-])cc2F)CCN1C(=O)OC(C)(C)C. RXN SMILES: [Br:1][CH2:2][c:3]1[c:4]([F:12])[cH:5][c:6]([N+:9](=[O:10])[O-:11])[cH:7][cH:8]1.[CH3:22][CH:23]1[N:24]([C:29](=[O:30])[O:31][C:32]([CH3:33])([CH3:34])[CH3:35])[CH2:25][CH2:26][NH:27][CH2:28]1.[CH:13]([N:14]([CH2:15][CH3:16])[CH:17]([CH3:18])[CH3:19])([CH3:20])[CH3:21].[O:36]=[CH:37][N:38]([CH3:39])[CH3:40]>>[CH2:2]([c:3]1[c:4]([F:12])[cH:5][c:6]([N+:9](=[O:10])[O-:11])[cH:7][cH:8]1)[N:27]1[CH2:26][CH2:25][N:24]([C:29](=[O:30])[O:31][C:32]([CH3:33])([CH3:34])[CH3:35])[CH:23]([CH3:22])[CH2:28]1. Product: OC1=C(C=C(C=C1)CCNC=O)OC (N-[2-(4-hydroxy-3-methoxy-phenyl)-ethyl]-formamide). Starting materials: C(=O)O (Formic acid), C(C)(=O)OC(C)=O (acetic anhydride), Cl.NCCC1=CC(=C(C=C1)O)OC (4-(2-amino-ethyl)-2-methoxyphenol hydrochloride). RXN SMILES: [CH:1](O)=[O:2].C(OC(=O)C)(=O)C.Cl.[NH2:12][CH2:13][CH2:14][C:15]1[CH:20]=[CH:19][C:18]([OH:21])=[C:17]([O:22][CH3:23])[CH:16]=1>O1CCCC1>[OH:21][C:18]1[CH:19]=[CH:20][C:15]([CH2:14][CH2:13][NH:12][CH:1]=[O:2])=[CH:16][C:17]=1[O:22][CH3:23] |f:2.3|. Run at temperature 0 celsius, time 2 hour. Procedure: Formic acid (230 g, 5.0 mol) is added dropwise to acetic anhydride (383 g, 3.75 mol) at 0° C. This mixture is stirred for 2 hours at +55° C. and subsequently cooled again to 0° C. Tetrahydrofuran (500 ml) is added at this temperature followed by 4-(2-amino-ethyl)-2-methoxyphenol hydrochloride (50 g, 0.25 mol). The resulting white suspension is stirred for 18 hours at +75° C., changing into a yellow solution. The reaction mixture is evaporated and the residue is submitted to flash-chromatography ... The solvent is O1CCCC1 (Tetrahydrofuran). The solvent is ClCCl (dichloromethane), ClCCl (dichloromethane). Product: BrC1=C(C=CC=C1)S(=O)(=O)NC(CC)(C)C (2-bromo-N-(1,1-dimethylpropyl)benzenesulfonamide). The yield is 87.7%. Run at time 15 hour. The reactants are CC(C)(CC)N (2-methyl-2-butanamine), BrC1=C(C=CC=C1)S(=O)(=O)Cl (2-bromobenzenesulfonyl chloride). Reaction SMILES: [CH3:1][C:2]([NH2:6])([CH2:4][CH3:5])[CH3:3].[Br:7][C:8]1[CH:13]=[CH:12][CH:11]=[CH:10][C:9]=1[S:14](Cl)(=[O:16])=[O:15]>ClCCl>[Br:7][C:8]1[CH:13]=[CH:12][CH:11]=[CH:10][C:9]=1[S:14]([NH:6][C:2]([CH3:3])([CH3:1])[CH2:4][CH3:5])(=[O:16])=[O:15]. Procedure: To a solution of 2-methyl-2-butanamine (11.4 mL, 97.8 mmol) in dichloromethane (100 mL) was added, dropwise over a 10 min period, a solution of 2-bromobenzenesulfonyl chloride (10.0 g, 39.1 mmol) in dichloromethane (ca. 50 mL). After stirring for 15 h the reaction was concentrated in vacuo. The residue was crystallized from methyl t-butyl ether to provide 10.5 g (87%) of 2-bromo-N-(1,1-dimethylpropyl)benzenesulfonamide in two crops: LCMS (neg. ion spectrum) m/z 304/306. Reactants: OCCOC(C(=C)C)=O (hydroxyethylmethacrylate), CC(C)(C)OC(=O)NCCCCC(C(=O)O)N (N-epsilon-t-BOC-L-lysine), C(C=C)(=O)Cl (acryloyl chloride), C(C=C)(=O)[O-] (acrylate), C(C1=CC=CC=C1)(=O)C1=CC=C(C(=O)Cl)C=C1 (4-benzoylbenzoyl chloride), Cl (HCl). Reagents/catalysts: N(=NC(C#N)(C)C)C(C#N)(C)C (2,2'-azobisisobutyronitrile). Run in C([O-])(O)=O (bicarbonate), C(C)O (ethanol), C([O-])(O)=O (bicarbonate), C(C)(=O)OCC (ethyl acetate). Reaction conditions: time 1 hour. Product: C(C1=CC=CC=C1)(=O)C1=CC=C(C(=O)N[C@@H](CCCCN)C(=O)OC(C=C)=O)C=C1 (4-Benzoylbenzoyl-lysyl-acrylate). As a reaction SMILES: CC(OC([NH:8][CH2:9][CH2:10][CH2:11][CH2:12][CH:13]([NH2:17])[C:14]([OH:16])=[O:15])=O)(C)C.[C:18]([C:26]1[CH:34]=[CH:33][C:29]([C:30](Cl)=[O:31])=[CH:28][CH:27]=1)(=[O:25])[C:19]1[CH:24]=[CH:23][CH:22]=[CH:21][CH:20]=1.Cl.[C:36](Cl)(=[O:39])[CH:37]=[CH2:38].C([O-])(=O)C=C.OCCOC(=O)C(C)=C>C(OCC)(=O)C.C(O)C.C(=O)(O)[O-].N(C(C)(C)C#N)=NC(C)(C)C#N>[C:18]([C:26]1[CH:34]=[CH:33][C:29]([C:30]([NH:17][C@H:13]([C:14]([O:16][C:36](=[O:39])[CH:37]=[CH2:38])=[O:15])[CH2:12][CH2:11][CH2:10][CH2:9][NH2:8])=[O:31])=[CH:28][CH:27]=1)(=[O:25])[C:19]1[CH:24]=[CH:23][CH:22]=[CH:21][CH:20]=1. Procedure: 4-Benzoylbenzoyl-lysyl-acrylate (BBA-LYS-AC) is prepared by reacting N-epsilon-t-BOC-L-lysine with 4-benzoylbenzoyl chloride, then deblocking the epsilon-amino group with 3N HCl in ethyl acetate for one hour at room temperature followed by reaction with acryloyl chloride at pH 9.0. This reagent is coated onto silicone contact lenses by incubating the reagent solution in 50% ethanol in 0.1M bicarbonate buffer at pH 9.5 for two hours at room temperature, then exposing to high intensity light at 30...